From a dataset of the Open Reaction Database (ORD), a public repository of structured organic reaction records. describe an organic reaction: reactants, conditions, products, and yield Yields the product CCc1cc(-c2cccc(C3=Nc4cc(OCC(F)(F)F)c(C(F)(F)F)cc4NC(=O)C3)c2)ccn1. Reactants: CCc1cc(-c2cccc(C(=O)CC(=O)Nc3cc(C(F)(F)F)c(OCC(F)(F)F)cc3NC(=O)OC(C)(C)C)c2)ccn1, ClCCl, O=C(O)C(F)(F)F. As a reaction SMILES: [C:1]([O:2][C:3](=[O:4])[NH:7][c:8]1[c:9]([NH:24][C:25]([CH2:26][C:27](=[O:5])[c:29]2[cH:30][c:31](-[c:35]3[cH:36][c:37]([CH2:41][CH3:42])[n:38][cH:39][cH:40]3)[cH:32][cH:33][cH:34]2)=[O:43])[cH:10][c:11]([C:20]([F:21])([F:22])[F:23])[c:12]([O:14][CH2:15][C:16]([F:17])([F:18])[F:19])[cH:13]1)([CH3:6])([CH3:28])[CH3:44].[Cl:52][CH2:53][Cl:54].[F:45][C:46]([F:47])([F:48])[C:49]([OH:50])=[O:51]>>[N:7]1=[C:27]([c:29]2[cH:30][c:31](-[c:35]3[cH:36][c:37]([CH2:41][CH3:42])[n:38][cH:39][cH:40]3)[cH:32][cH:33][cH:34]2)[CH2:26][C:25](=[O:43])[NH:24][c:9]2[c:8]1[cH:13][c:12]([O:14][CH2:15][C:16]([F:17])([F:18])[F:19])[c:11]([C:20]([F:21])([F:22])[F:23])[cH:10]2. Starting materials: C(C)(=O)N1CCNCC1 (1-Acetylpiperazine), FC=1C=CC(=C(C1)C)[N+](=O)[O-] (5-fluoro-2-nitrotoluene), C([O-])([O-])=O.[Na+].[Na+] (sodium carbonate). The solvent is CN(C=O)C (dimethylformamide). Product: C(C)(=O)N1CCN(CC1)C1=CC(=C(C=C1)[N+](=O)[O-])C (1-Acetyl-4-(3-methyl-4-nitrophenyl)piperazine). RXN SMILES: [C:1]([N:4]1[CH2:9][CH2:8][NH:7][CH2:6][CH2:5]1)(=[O:3])[CH3:2].F[C:11]1[CH:12]=[CH:13][C:14]([N+:18]([O-:20])=[O:19])=[C:15]([CH3:17])[CH:16]=1.C(=O)([O-])[O-].[Na+].[Na+]>CN(C)C=O>[C:1]([N:4]1[CH2:9][CH2:8][N:7]([C:11]2[CH:12]=[CH:13][C:14]([N+:18]([O-:20])=[O:19])=[C:15]([CH3:17])[CH:16]=2)[CH2:6][CH2:5]1)(=[O:3])[CH3:2] |f:2.3.4|. Reported procedure: 1-Acetylpiperazine (6.23 g), 5-fluoro-2-nitrotoluene (7.51 g) and sodium carbonate (5.12 g) in dimethylformamide (40 ml) were stirred at 100° overnight, evaporated, and the residue partitioned between ethyl acetate and water. The organic layer was dried (sodium sulphate), evaporated, and the residue chromatographed over Merck (Trade Mark) t.l.c. grade silica, developing and eluting with 5% methanol in dichloromethane, yield 10.92 g of the title compound. A small portion was recrystallized from m... Reactants: [Cl-].ClC=[N+](C)C ((chloromethylene)dimethylammonium chloride), CN(C(C1=C(C=C(C=C1)N)S(=O)(=O)NC(=O)NC1=NC(=CC(=N1)OC)OC)=O)C (N,N-dimethyl-4-amino-2-[[[[(4,6-dimethoxypyrimidin-2-yl)amino]carbonyl]amino]sulfonyl]benzamide). The solvent is CN(C)C=O (DMF). Product: CN(C(C1=C(C=C(C=C1)N=CN(C)C)S(=O)(=O)NC(=O)NC1=NC(=CC(=N1)OC)OC)=O)C (N,N-dimethyl-2-[[[[(4,6-dimethoxypyrimidin-2-yl)-amino]carbonyl]amino]sulfonyl]-4-(2-dimethylamino-1-azaethenyl)-benzamide). Yield: 71.2%. Reaction SMILES: [Cl-].Cl[CH:3]=[N+:4]([CH3:6])[CH3:5].[CH3:7][N:8]([CH3:35])[C:9](=[O:34])[C:10]1[CH:15]=[CH:14][C:13]([NH2:16])=[CH:12][C:11]=1[S:17]([NH:20][C:21]([NH:23][C:24]1[N:29]=[C:28]([O:30][CH3:31])[CH:27]=[C:26]([O:32][CH3:33])[N:25]=1)=[O:22])(=[O:19])=[O:18]>CN(C=O)C>[CH3:35][N:8]([CH3:7])[C:9](=[O:34])[C:10]1[CH:15]=[CH:14][C:13]([N:16]=[CH:3][N:4]([CH3:6])[CH3:5])=[CH:12][C:11]=1[S:17]([NH:20][C:21]([NH:23][C:24]1[N:29]=[C:28]([O:30][CH3:31])[CH:27]=[C:26]([O:32][CH3:33])[N:25]=1)=[O:22])(=[O:19])=[O:18] |f:0.1|. Procedure: 0.24 g of (chloromethylene)dimethylammonium chloride is added to a mixture of 0.80 g of N,N-dimethyl-4-amino-2-[[[[(4,6-dimethoxypyrimidin-2-yl)amino]carbonyl]amino]sulfonyl]benzamide and 8 ml of DMF. Stirring is then continued at room temperature until the reaction has ended. Volatile components are then distilled off under reduced pressure. The residue is washed with water and ethyl acetate. After drying, 0.64 g of the desired product is obtained. Melting point: 140-141° C. (decomp.) The reactants are CCc1nc2c(C)cc(C)nc2n1Cc1cnc(N(C(=O)OC(C)(C)C)c2ccccc2)nc1, CO, Cl, C1COCCO1. Yields the product Cl, CCc1nc2c(C)cc(C)nc2n1Cc1cnc(Nc2ccccc2)nc1. Reaction SMILES: [C:1]([O:2][C:3](=[O:4])[N:7]([c:8]1[cH:9][cH:10][cH:11][cH:12][cH:13]1)[c:14]1[n:15][cH:16][c:17]([CH2:20][n:21]2[c:22]([CH2:32][CH3:33])[n:23][c:24]3[c:25]2[n:26][c:27]([CH3:31])[cH:28][c:29]3[CH3:30])[cH:18][n:19]1)([CH3:5])([CH3:6])[CH3:34].[CH3:42][OH:43].[ClH:41].[O:35]1[CH2:36][CH2:37][O:38][CH2:39][CH2:40]1>>[ClH:41].[NH:7]([c:8]1[cH:9][cH:10][cH:11][cH:12][cH:13]1)[c:14]1[n:15][cH:16][c:17]([CH2:20][n:21]2[c:22]([CH2:32][CH3:33])[n:23][c:24]3[c:25]2[n:26][c:27]([CH3:31])[cH:28][c:29]3[CH3:30])[cH:18][n:19]1.